From a dataset of the Open Reaction Database (ORD), a public repository of structured organic reaction records. describe an organic reaction: reactants, conditions, products, and yield Reactants: [H-].[Na+] (sodium hydride), C(C)C(C#N)(P(=O)(O)O)CC (diethyl phosphonoacetonitrile), COC1=CC=C2CCC(CC2=C1)=O (7-methoxy-2-tetralone). Solvent: C(OC)COC (glyme), C(OC)COC (glyme). Run at time 4 hour. The product is COC1=CC=C2CCC(=CC2=C1)CC#N (3,4-dihydro-7-methoxy-2-naphthaleneacetonitrile). Reaction SMILES: [H-].[Na+].C([C:5](CC)(P(O)(O)=O)[C:6]#[N:7])C.[CH3:14][O:15][C:16]1[CH:25]=[C:24]2[C:19]([CH2:20][CH2:21][C:22](=O)[CH2:23]2)=[CH:18][CH:17]=1>C(COC)OC>[CH3:14][O:15][C:16]1[CH:25]=[C:24]2[C:19]([CH2:20][CH2:21][C:22]([CH2:5][C:6]#[N:7])=[CH:23]2)=[CH:18][CH:17]=1 |f:0.1|. Reported procedure: To a stirred mixture of 7.1 g. of a 57% mineral oil dispersion of sodium hydride in 400 ml. of dry glyme under nitrogen was added dropwise 28.0 g. of diethyl phosphonoacetonitrile followed by a solution of 25.5 g. of 7-methoxy-2-tetralone in 50 ml. of glyme. After stirring four hours at room temperature the mixture was allowed to stand overnight under nitrogen. The mixture was decanted from an insoluble residue; the supernatant was concentrated in vacuo, and poured into 350 ml. of ice-water. The... The reactants are C(C)(=O)OC(C)=O (acetic anhydride), BrC1=CC(=CC=C1)CC(NC(=O)C1=CC=C(C=C1)C)C(=O)O (1-Bromo-3-[2-carboxy-2-(p-toluoylamino)ethyl]benzene), O (Water). Run in N1=CC=CC=C1 (pyridine). Reaction conditions: temperature 92.5 celsius, time 3 hour. Product: C(C)(=O)C(CC1=CC(=CC=C1)Br)NC(=O)C1=CC=C(C=C1)C (1-[2-Acetyl-2-(p-toluoylamino)ethyl]-3-bromobenzene). As a reaction SMILES: [Br:1][C:2]1[CH:7]=[CH:6][CH:5]=[C:4]([CH2:8][CH:9]([C:20]([OH:22])=O)[NH:10][C:11]([C:13]2[CH:18]=[CH:17][C:16]([CH3:19])=[CH:15][CH:14]=2)=[O:12])[CH:3]=1.[C:23](OC(=O)C)(=O)C.O>N1C=CC=CC=1>[C:20]([CH:9]([NH:10][C:11]([C:13]1[CH:14]=[CH:15][C:16]([CH3:19])=[CH:17][CH:18]=1)=[O:12])[CH2:8][C:4]1[CH:5]=[CH:6][CH:7]=[C:2]([Br:1])[CH:3]=1)(=[O:22])[CH3:23]. Procedure details: 1-Bromo-3-[2-carboxy-2-(p-toluoylamino)ethyl]benzene (16.84 g) was dissolved in 85 ml of pyridine, and 55 ml of acetic anhydride was added and stirred for 3 hours under argon atmosphere at 90-95° C. Water (55 ml) was added dropwise gradually so that the maximum temperature did not exceed 100° C., and the mixture was stirred for 20 minutes at 60-70° C. The reaction solution was cooled, poured into ice-cold water and extracted with ethyl acetate. The resulting solution was washed with 10% hydrochl... The reactants are CCOC(C)=O, CCCCCC, FC(F)(F)c1n[nH]c(-c2ccccc2)c1Cl, O=C(CCl)N1CCN(c2ccc(Cl)cc2)CC1, [K+], [K+], O=C([O-])[O-], CN(C)C=O. Yields the product O=C(Cn1nc(C(F)(F)F)c(Cl)c1-c1ccccc1)N1CCN(c2ccc(Cl)cc2)CC1. Reaction SMILES: [C:45]([O:46][CH2:47][CH3:48])(=[O:49])[CH3:50].[CH3:51][CH2:52][CH2:53][CH2:54][CH2:55][CH3:56].[Cl:1][c:2]1[c:3]([C:13]([F:14])([F:15])[F:16])[n:4][nH:5][c:6]1-[c:7]1[cH:8][cH:9][cH:10][cH:11][cH:12]1.[Cl:23][CH2:24][C:25](=[O:26])[N:27]1[CH2:28][CH2:29][N:30]([c:33]2[cH:34][cH:35][c:36]([Cl:39])[cH:37][cH:38]2)[CH2:31][CH2:32]1.[K+:17].[K+:18].[O-:19][C:20]([O-:21])=[O:22].[O:40]=[CH:41][N:42]([CH3:43])[CH3:44]>>[Cl:1][c:2]1[c:3]([C:13]([F:14])([F:15])[F:16])[n:4][n:5]([CH2:24][C:25](=[O:26])[N:27]2[CH2:28][CH2:29][N:30]([c:33]3[cH:34][cH:35][c:36]([Cl:39])[cH:37][cH:38]3)[CH2:31][CH2:32]2)[c:6]1-[c:7]1[cH:8][cH:9][cH:10][cH:11][cH:12]1. The reactants are Cl (hydrochloric acid), amine, ClC(=O)OC (Methyl chloroformate), FC1=CC=C(C=C1)COC1=C(C(=O)NC=2C=NC=CC2)C=C(C=C1)\C=N/O (2-{[(4-Fluorophenyl)methyl]oxy}-5-[(Z)-(hydroxyimino)methyl]-N-3-pyridinylbenzamide), C(O)([O-])=O.[Na+] (sodium hydrogen carbonate), C(=O)(O)[O-].[Na+] (NaHCO3). The reagents and catalysts are [Zn] (zinc). The solvent is O1CCCC1 (tetrahydrofuran). Conditions: time 30 minute. Product: FC1=CC=C(C=C1)COC1=C(C=C(C=C1)CNC(OC)=O)C(=O)NC=1C=NC=CC1 (Methyl ({4-{[(4-fluorophenyl)methyl]oxy}-3-[(3-pyridinylamino)carbonyl]phenyl}methyl)carbamate). RXN SMILES: [F:1][C:2]1[CH:7]=[CH:6][C:5]([CH2:8][O:9][C:10]2[CH:24]=[CH:23][C:22](/[CH:25]=[N:26]\O)=[CH:21][C:11]=2[C:12]([NH:14][C:15]2[CH:16]=[N:17][CH:18]=[CH:19][CH:20]=2)=[O:13])=[CH:4][CH:3]=1.Cl.C(=O)([O-])O.[Na+].Cl[C:35]([O:37][CH3:38])=[O:36]>O1CCCC1.[Zn]>[F:1][C:2]1[CH:7]=[CH:6][C:5]([CH2:8][O:9][C:10]2[CH:24]=[CH:23][C:22]([CH2:25][NH:26][C:35](=[O:36])[O:37][CH3:38])=[CH:21][C:11]=2[C:12]([NH:14][C:15]2[CH:16]=[N:17][CH:18]=[CH:19][CH:20]=2)=[O:13])=[CH:4][CH:3]=1 |f:2.3|. Procedure: To a suspension of 2-{[(4-fluorophenyl)methyl]oxy}-5-[(Z)-(hydroxyimino)methyl]-N-3-pyridinylbenzamide (may be prepared by Example 83; 215 mg, 0.57 mmol) in tetrahydrofuran (5 ml) was added 2M aqueous hydrochloric acid (1.72 ml, 56.7 mmol) followed by zinc (371 mg, 5.67 mmol) at room temperature. After stirring at room temperature for 30 min the mixture was heated to 60° C. for 30 min. On cooling, the mixture was treated with saturated sodium hydrogen carbonate (excess). A small amount of the so... Reactants: ClC1=NC(=CC=C1[N+](=O)[O-])Cl (2,6-dichloro-3-nitropyridine), C(C1=CC=CC=C1)C#N (benzyl cyanide), [H-].[Na+] (sodium hydride). Solvent: O1CCOCC1 (dioxane). Reaction conditions: temperature 30 celsius, time 20 minute. The product is C(#N)C(C1=CC=CC=C1)C1=NC(=CC=C1[N+](=O)[O-])Cl (2-(α-cyanobenzyl)-3-nitro-6-chloropyridine). RXN SMILES: Cl[C:2]1[C:7]([N+:8]([O-:10])=[O:9])=[CH:6][CH:5]=[C:4]([Cl:11])[N:3]=1.[CH2:12]([C:19]#[N:20])[C:13]1[CH:18]=[CH:17][CH:16]=[CH:15][CH:14]=1.[H-].[Na+]>O1CCOCC1>[C:19]([CH:12]([C:2]1[C:7]([N+:8]([O-:10])=[O:9])=[CH:6][CH:5]=[C:4]([Cl:11])[N:3]=1)[C:13]1[CH:18]=[CH:17][CH:16]=[CH:15][CH:14]=1)#[N:20] |f:2.3|. Procedure details: There were gradually added to a cooled and stirred solution of 190 grams of 2,6-dichloro-3-nitropyridine and 117 grams of benzyl cyanide in 2 liters of dioxane under a nitrogen atmosphere 64 grams of sodium hydride (80% in white oil). The reaction mixture immediately turned a deep dark blue color, gradually a finely divided precipitate began to separate out, the temperature rose (with cooling with ice water) to 30° C. After 3 hours the mixture was treated with about 20 ml of ethyl alcohol, stirr... Starting materials: Br.ClCCCCC1=CC=C(C=C1)C=1N=C(SC1)NC (4-(4-(4-chlorobutyl)phenyl)-2-methylaminothiazole hydrobromide), C1(=CC=CC2=CC=CC=C12)N1CCNCC1 (N-(1-naphthyl)piperazine), C(C)(C)N(CC)C(C)C (diisopropyethylamine), C([O-])([O-])=O.[Na+].[Na+] (sodium carbonate), [I-].[Na+] (sodium iodide). The solvent is CC(=O)CC(C)C (methylisobutylketone), C(C)(=O)OCC (ethyl acetate). Product: C1(=CC=CC2=CC=CC=C12)N1CCN(CC1)CCCCC1=CC=C(C=C1)C=1N=C(SC1)N (4-(4-(4-(4-(1-Naphthyl)piperazinyl)butyl)phenyl)-2-aminothiazole). Reaction SMILES: Br.Cl[CH2:3][CH2:4][CH2:5][CH2:6][C:7]1[CH:12]=[CH:11][C:10]([C:13]2[N:14]=[C:15]([NH:18]C)[S:16][CH:17]=2)=[CH:9][CH:8]=1.[C:20]1([N:30]2[CH2:35][CH2:34][NH:33][CH2:32][CH2:31]2)[C:29]2[C:24](=[CH:25][CH:26]=[CH:27][CH:28]=2)[CH:23]=[CH:22][CH:21]=1.C(N(C(C)C)CC)(C)C.C(=O)([O-])[O-].[Na+].[Na+].[I-].[Na+]>C(OCC)(=O)C.CC(CC(C)C)=O>[C:20]1([N:30]2[CH2:35][CH2:34][N:33]([CH2:3][CH2:4][CH2:5][CH2:6][C:7]3[CH:8]=[CH:9][C:10]([C:13]4[N:14]=[C:15]([NH2:18])[S:16][CH:17]=4)=[CH:11][CH:12]=3)[CH2:32][CH2:31]2)[C:29]2[C:24](=[CH:25][CH:26]=[CH:27][CH:28]=2)[CH:23]=[CH:22][CH:21]=1 |f:0.1,4.5.6,7.8|. Procedure: To a 125 ml round-bottomed flask equipped with condenser and N2 inlet were added 2.61 g (7.5 mmol) of 4-(4-(4-chlorobutyl)phenyl)-2-methylaminothiazole hydrobromide, 1.59 g (7.5 mmol) of N-(1-naphthyl)piperazine, 1.31 ml (7.5 mmol) of diisopropyethylamine, 1.59 g (15 mmol) of sodium carbonate, 5 mg of sodium iodide, and 50 ml of methylisobutylketone. The reaction was heated at reflux for 4.5 days, cooled, and the precipitate filtered, and the filtrate evaporated. The residue was taken up in meth... Starting materials: CNS(=O)(=O)c1ccc(C)cc1, Clc1ccc(Cl)nn1, [H-], [Na+], CN(C)C=O, O. Yields the product Cc1ccc(S(=O)(=O)N(C)c2ccc(Cl)nn2)cc1. RXN SMILES: [CH3:3][NH:4][S:5](=[O:6])(=[O:7])[c:8]1[cH:9][cH:10][c:11]([CH3:14])[cH:12][cH:13]1.[Cl:15][c:16]1[n:17][n:18][c:19]([Cl:22])[cH:20][cH:21]1.[H-:1].[Na+:2].[O:24]=[CH:25][N:26]([CH3:27])[CH3:28].[OH2:23]>>[CH3:3][N:4]([S:5](=[O:6])(=[O:7])[c:8]1[cH:9][cH:10][c:11]([CH3:14])[cH:12][cH:13]1)[c:19]1[n:18][n:17][c:16]([Cl:15])[cH:21][cH:20]1. The reactants are CC1(C2CCC(CC2(CCC1)C)=O)C (5,5,8a-trimethyl-octahydro-naphthalen-2-one), C(C)(=O)O.C(=N)N (formamidine acetate). The solvent is C(CCC)O (butanol). Reaction conditions: temperature 130 celsius, time 24 hour. Yields the product CC1(CCCC2(C1CC=1C=NC=NC1C2)C)C (6,6,9a-Trimethyl-5,5a,6,7,8,9,9a,10-octahydro-benzo[g]quinazoline). RXN SMILES: [CH3:1][C:2]1([CH3:14])[CH2:11][CH2:10][CH2:9][C:8]2([CH3:12])[CH:3]1[CH2:4][CH2:5][C:6](=O)[CH2:7]2.[C:15](O)(=O)C.[CH:19]([NH2:21])=[NH:20]>C(O)CCC>[CH3:1][C:2]1([CH3:14])[CH:3]2[CH2:4][C:5]3[CH:15]=[N:20][CH:19]=[N:21][C:6]=3[CH2:7][C:8]2([CH3:12])[CH2:9][CH2:10][CH2:11]1 |f:1.2|. Procedure: A 100 mL reaction flask is charged with 5,5,8a-trimethyl-octahydro-naphthalen-2-one (prepared as described by Strike in Journal of the American Chemical Society, 1964, 86(10), pages: 2044-2050) (10 g, 0.05 mol), formamidine acetate (27 g, 0.26 mol), and butanol (50 mL). The reaction mixture is heated to 130° C. and stirred for 24 hours. The crude mass is washed once with aqueous sulfuric acid (10%, 100 mL) followed by twice with brine (30 mL). Butanol is recovered by roto-evaporation. The crude ... The reactants are C(C)(=O)OCC.CCCCCC (ethyl acetate n-hexane), N(=[N+]=[N-])C=1C=CC2=C(N=C(O2)C2=CN=CS2)C1 (5-azido-2-(thiazol-5-yl) benzo[d]oxazole), C(C)(=O)OCC.CCCCCC (ethyl acetate hexane), C(C)#N (acetonitrile), CCN(C(C)C)C(C)C (DIPEA). Reagents/catalysts: [Cu]I (CuI). The product is O(C1=CC=CC=C1)C(C)C=1N=NN(C1)C=1C=CC2=C(N=C(O2)C2=CN=CS2)C1 (5-(4-(1-phenoxyethyl)-1H-1, 2,3-triazol-1-yl)-2-(thiazol-5-yl) benzo [d]oxazole). Yield: 84.0%. Reaction SMILES: [N:1]([C:4]1[CH:5]=[CH:6][C:7]2[O:11][C:10]([C:12]3[S:16][CH:15]=[N:14][CH:13]=3)=[N:9][C:8]=2[CH:17]=1)=[N+:2]=[N-:3].[C:18](OCC)(=[O:20])[CH3:19].[CH3:24][CH2:25][CH2:26][CH2:27][CH2:28][CH3:29].CCN(C(C)C)C(C)C.[C:39](#N)[CH3:40]>[Cu]I>[O:20]([CH:18]([C:39]1[N:3]=[N:2][N:1]([C:4]2[CH:5]=[CH:6][C:7]3[O:11][C:10]([C:12]4[S:16][CH:15]=[N:14][CH:13]=4)=[N:9][C:8]=3[CH:17]=2)[CH:40]=1)[CH3:19])[C:26]1[CH:25]=[CH:24][CH:29]=[CH:28][CH:27]=1 |f:1.2|. Reported procedure: A mixture of 5-azido-2-(thiazol-5-yl) benzo[d]oxazole 29 (37 mg, 0.15 mmol) and (But-3-yn-2-yloxy) Benzene 28 (20 mg, 0.13 mmol) were dissolved in anhydrous acetonitrile (3 mL) under nitrogen atmosphere. Then added DIPEA (53 mg, 0.40 mmol) stirred at rt for 10 min. After that added CuI (51.7 mg, 0.27 mmol) portion wise, stirred for 30 mins. The mixture was quenched with NH4Cl, diluted with water and extracted with DCM. Organic layer dried on MgSO4, filtered and concentrated under vacuo. Correspo...